From a dataset of the Open Reaction Database (ORD), a public repository of structured organic reaction records. describe an organic reaction: reactants, conditions, products, and yield The solvent is C(C)O (ethanol). Starting materials: O.NN (Hydrazine hydrate), C(C)(C)(C)OC(=O)NOCCCCN1C(C2=CC=CC=C2C1=O)=O (2-(4-(tert-butoxycarbonylaminoxy)butyl)isoindole-1,3-dione). Procedure details: Hydrazine hydrate (1.0 ml, 20 mmol) was added to a solution of 2-(4-(tert-butoxycarbonylaminoxy)butyl)isoindole-1,3-dione (2.08 g, 6.22 mmol) in ethanol (8.0 ml). The reaction mixture was stirred at 80° C. for 65 h. The solvent was removed in vacuo. The residue was dissolved in toluene (10 ml) and the solvent was removed in vacuo. The residue was suspended in 1 N hydrochloric acid (10 ml). The precipitation was removed by filtration and was washed with water (2 ml). The filtrate and the wash-liq... Run at temperature 80 celsius, time 65 hour. The yield is 30.7%. Product: C(C)(C)(C)OC(NOCCCCN)=O (N-(4-aminobutoxy)carbamic acid tert-butyl ester). RXN SMILES: O.NN.[C:4]([O:8][C:9]([NH:11][O:12][CH2:13][CH2:14][CH2:15][CH2:16][N:17]1C(=O)C2C(=CC=CC=2)C1=O)=[O:10])([CH3:7])([CH3:6])[CH3:5]>C(O)C>[C:4]([O:8][C:9](=[O:10])[NH:11][O:12][CH2:13][CH2:14][CH2:15][CH2:16][NH2:17])([CH3:7])([CH3:5])[CH3:6] |f:0.1|. As a reaction SMILES: [OH:1][C:2]1[C:11]2[C:6](=[CH:7][CH:8]=[C:9]([C:12]([O:14][CH3:15])=[O:13])[CH:10]=2)[N:5]=[CH:4][CH:3]=1.[Cl:16]N1C(=O)CCC1=O.C(O)(=O)C>O>[Cl:16][C:3]1[CH:4]=[N:5][C:6]2[C:11]([C:2]=1[OH:1])=[CH:10][C:9]([C:12]([O:14][CH3:15])=[O:13])=[CH:8][CH:7]=2. The yield is 88.0%. Reactants: OC1=CC=NC2=CC=C(C=C12)C(=O)OC (methyl 4-hydroxyquinoline-6-carboxylate), ClN1C(CCC1=O)=O (N-chlorosuccinimide), C(C)(=O)O (acetic acid). Product: ClC=1C=NC2=CC=C(C=C2C1O)C(=O)OC (methyl 3-chloro-4-hydroxyquinoline-6-carboxylate). Procedure details: A mixture of methyl 4-hydroxyquinoline-6-carboxylate (2.07 g), N-chlorosuccinimide (1.36 g), and acetic acid (56 mL) was stirred at room temperature for one day. The reaction mixture was diluted with water, and then, the precipitate was collected by filtration to obtain methyl 3-chloro-4-hydroxyquinoline-6-carboxylate (2.13 g). Conditions: time 1 day. Run in O (water). The reactants are CCOCC, CCCCC, CC(C)(C)N, [Cl-], [Cl-], [Cl-], [Cl-], O=C1CCCC1, [Ti+4]. The product is CC(C)(C)N=C1CCCC1. As a reaction SMILES: [CH3:12][CH2:13][O:14][CH2:15][CH3:16].[CH3:17][CH2:18][CH2:19][CH2:20][CH3:21].[CH3:7][C:8]([CH3:9])([CH3:10])[NH2:11].[Cl-:22].[Cl-:23].[Cl-:24].[Cl-:25].[O:1]=[C:2]1[CH2:3][CH2:4][CH2:5][CH2:6]1.[Ti+4:26]>>[C:2]1(=[N:11][C:8]([CH3:7])([CH3:9])[CH3:10])[CH2:3][CH2:4][CH2:5][CH2:6]1. Starting materials: Brc1ccn2ncnc2c1, CC(c1ccc(B2OC(C)(C)C(C)(C)O2)cc1)N1CCC(CC(C)(C)O)(c2ccccc2)OC1=O. Yields the product CC(c1ccc(-c2ccn3ncnc3c2)cc1)N1CCC(CC(C)(C)O)(c2ccccc2)OC1=O. Reaction SMILES: [Br:36][c:37]1[cH:38][c:39]2[n:40]([cH:41][cH:42]1)[n:43][cH:44][n:45]2.[OH:1][C:2]([CH2:3][C:4]1([c:28]2[cH:29][cH:30][cH:31][cH:32][cH:33]2)[CH2:5][CH2:6][N:7]([CH:11]([CH3:12])[c:13]2[cH:14][cH:15][c:16]([B:19]3[O:20][C:21]([CH3:22])([CH3:23])[C:24]([CH3:25])([CH3:26])[O:27]3)[cH:17][cH:18]2)[C:8](=[O:10])[O:9]1)([CH3:34])[CH3:35]>>[OH:1][C:2]([CH2:3][C:4]1([c:28]2[cH:29][cH:30][cH:31][cH:32][cH:33]2)[CH2:5][CH2:6][N:7]([CH:11]([CH3:12])[c:13]2[cH:14][cH:15][c:16](-[c:37]3[cH:38][c:39]4[n:40]([cH:41][cH:42]3)[n:43][cH:44][n:45]4)[cH:17][cH:18]2)[C:8](=[O:10])[O:9]1)([CH3:34])[CH3:35]. The reactants are C(C)#N (acetonitrile), C(=O)(N1C=NC=C1)N1C=NC=C1 (1,1'-Carbonyldiimidazole), N1[C@H](C(=O)OCC2=CC=CC=C2)CCC1 (L-proline, benzyl ester), C1(=CC=CC=C1)COP(=O)(C(C)NC(=O)OCC1=CC=CC=C1)CC(=O)O ([(Phenylmethoxy)[1-[[(phenylmethoxy)carbonyl]amino]ethyl]phosphinyl]acetic acid), C(C)#N (acetonitrile), N1[C@H](C(=O)OCC2=CC=CC=C2)CCC1 (L-proline, phenylmethyl ester). Solvent: C(C)(=O)OCC (ethyl acetate). Reaction conditions: time 1 hour. Product: C1(=CC=CC=C1)COP(=O)(C(C)NC(=O)OCC1=CC=CC=C1)CC(=O)N1[C@H](C(=O)OCC2=CC=CC=C2)CCC1 ((±)-1-[[(Phenylmethoxy)[1-[[(phenylmethoxy)carbonyl]amino]ethyl]phosphinyl]acetyl]-L-proline, phenylmethyl ester). Reaction SMILES: C(N1C=CN=C1)(N1C=CN=C1)=O.[C:13]1([CH2:19][O:20][P:21]([CH2:36][C:37]([OH:39])=O)([CH:23]([NH:25][C:26]([O:28][CH2:29][C:30]2[CH:35]=[CH:34][CH:33]=[CH:32][CH:31]=2)=[O:27])[CH3:24])=[O:22])[CH:18]=[CH:17][CH:16]=[CH:15][CH:14]=1.C(#N)C.[NH:43]1[CH2:57][CH2:56][CH2:55][C@H:44]1[C:45]([O:47][CH2:48][C:49]1[CH:54]=[CH:53][CH:52]=[CH:51][CH:50]=1)=[O:46]>C(OCC)(=O)C>[C:13]1([CH2:19][O:20][P:21]([CH2:36][C:37]([N:43]2[CH2:57][CH2:56][CH2:55][C@H:44]2[C:45]([O:47][CH2:48][C:49]2[CH:50]=[CH:51][CH:52]=[CH:53][CH:54]=2)=[O:46])=[O:39])([CH:23]([NH:25][C:26]([O:28][CH2:29][C:30]2[CH:35]=[CH:34][CH:33]=[CH:32][CH:31]=2)=[O:27])[CH3:24])=[O:22])[CH:18]=[CH:17][CH:16]=[CH:15][CH:14]=1. Procedure details: 1,1'-Carbonyldiimidazole (1 g. 0.066 mole) is added to a chilled (0°) solution of the product from part (c) (2.5 g., 0.063 mole) in 40 ml. of acetonitrile. The mixture is stirred for one hour at 0°. A solution of L-proline, benzyl ester (1.3 g., 0.066 mole) in 20 ml. of acetonitrile is added. The mixture is stirred at ambient temperature for 16 hours. The solvent is removed in vacuo. The residue is dissolved in dichloromethane (125 ml.), washed with 5% potassium bisulfate, saturated sodium bicar... The reactants are ClC1=C(C=CC=C1)C1(CO1)C1=CC=C(C=C1)F (1-o-Chlorophenyl-1-p-fluorophenyl ethylene oxide), O (water), N1N=CN=C1 (1,2,4-Triazole), [H-].[Na+] (sodium hydride). Run in CN(C)C=O (DMF), CN(C)C=O (DMF). Yields the product N1(N=CN=C1)CC(O)(C1=CC=C(C=C1)F)C1=C(C=CC=C1)Cl (1-(1,2,4-Triazol-1-yl)-2-o-chlorophenyl-2-p-fluorophenyl-ethan-2-ol). The yield is 70.0%. As a reaction SMILES: [NH:1]1[CH:5]=[N:4][CH:3]=[N:2]1.[H-].[Na+].[Cl:8][C:9]1[CH:14]=[CH:13][CH:12]=[CH:11][C:10]=1[C:15]1([C:18]2[CH:23]=[CH:22][C:21]([F:24])=[CH:20][CH:19]=2)[O:17][CH2:16]1.O>CN(C=O)C>[N:1]1([CH2:16][C:15]([C:10]2[CH:11]=[CH:12][CH:13]=[CH:14][C:9]=2[Cl:8])([C:18]2[CH:19]=[CH:20][C:21]([F:24])=[CH:22][CH:23]=2)[OH:17])[CH:5]=[N:4][CH:3]=[N:2]1 |f:1.2|. Procedure details: 1,2,4-Triazole (0.04 mol) was added portionwise to sodium hydride (0.04 mol) in DMF (40 ml) and the solution stirred at room temperature until effervescence ceased. 1-o-Chlorophenyl-1-p-fluorophenyl ethylene oxide (0.02 mol) in DMF (10 ml) was added dropwise and the solution stirred at 80° for 4 hours. The solution was poured into water and triturated with petroleum ether to give a white crystalline solid which was filtered off and dried. Recrystallisation from petroleum ether (60°-80°)/methylen...